This data is from the Open Reaction Database (ORD), a public repository of structured organic reaction records. The task is: describe an organic reaction: reactants, conditions, products, and yield Starting materials: ClC1=CC=C2C(C(NC2=C1)=O)(C1CNCCC1)CC1=CC(=CC=C1)Cl (rac-6-chloro-3-(3-chloro-benzyl)-3-piperidin-3-yl-1,3-dihydro-indol-2-one), C([O-])([O-])=O.[K+].[K+] (potassium carbonate), BrCC1=CC=CC=C1 (bromomethyl-benzene). Run in CC(=O)C (acetone). Run at time 3 hour. Product: C(C1=CC=CC=C1)N1CC(CCC1)C1(C(NC2=CC(=CC=C12)Cl)=O)CC1=CC(=CC=C1)Cl (rac-3-(1-benzyl-piperidin-3-yl)-6-chloro-3-(3-chloro-benzyl)-1,3-dihydro-indol-2-one). Reaction SMILES: [Cl:1][C:2]1[CH:10]=[C:9]2[C:5]([C:6]([CH2:18][C:19]3[CH:24]=[CH:23][CH:22]=[C:21]([Cl:25])[CH:20]=3)([CH:12]3[CH2:17][CH2:16][CH2:15][NH:14][CH2:13]3)[C:7](=[O:11])[NH:8]2)=[CH:4][CH:3]=1.C(=O)([O-])[O-].[K+].[K+].Br[CH2:33][C:34]1[CH:39]=[CH:38][CH:37]=[CH:36][CH:35]=1>CC(C)=O>[CH2:33]([N:14]1[CH2:15][CH2:16][CH2:17][CH:12]([C:6]2([CH2:18][C:19]3[CH:24]=[CH:23][CH:22]=[C:21]([Cl:25])[CH:20]=3)[C:5]3[C:9](=[CH:10][C:2]([Cl:1])=[CH:3][CH:4]=3)[NH:8][C:7]2=[O:11])[CH2:13]1)[C:34]1[CH:39]=[CH:38][CH:37]=[CH:36][CH:35]=1 |f:1.2.3|. Reported procedure: To a solution of rac-6-chloro-3-(3-chloro-benzyl)-3-piperidin-3-yl-1,3-dihydro-indol-2-one (0.1 g, 0.27 mmol) (from Example 25a supra) in acetone (3 mL) was added potassium carbonate (92 mg, 0.68 mmol) (Aldrich), followed by the addition of bromomethyl-benzene (54.7 mg, 0.32 mmol) (Aldrich). The mixture was stirred at room temperature for 3 hours. The solvent was removed and the residue was partitioned between ethyl acetate and water. The aqueous layer was extracted with ethyl acetate. The combi... Starting materials: CC#N, CCOC(=O)C1C(=O)NCC(c2ccccc2)C1=O, O. The product is O=C1CC(=O)C(c2ccccc2)CN1. RXN SMILES: [CH3:20][C:21]#[N:22].[O:1]=[C:2]1[NH:3][CH2:4][CH:5]([c:14]2[cH:15][cH:16][cH:17][cH:18][cH:19]2)[C:6](=[O:13])[CH:7]1[C:8]([O:9][CH2:10][CH3:11])=[O:12].[OH2:23]>>[O:1]=[C:2]1[NH:3][CH2:4][CH:5]([c:14]2[cH:15][cH:16][cH:17][cH:18][cH:19]2)[C:6](=[O:13])[CH2:7]1. Reactants: N (ammonia), ClS(=O)(=O)C1=C(C(=O)OC)C=CC(=C1)OC (Methyl 2-(chlorosulfonyl)-4-methoxybenzoate), O (water). The solvent is ClCCl (dichloromethane). Run at temperature -10 celsius, time 1 hour. Yields the product NS(=O)(=O)C1=C(C(=O)OC)C=CC(=C1)OC (Methyl 2-(aminosulfonyl)-4-methoxybenzoate). Yield: 25.3%. Reaction SMILES: Cl[S:2]([C:5]1[CH:14]=[C:13]([O:15][CH3:16])[CH:12]=[CH:11][C:6]=1[C:7]([O:9][CH3:10])=[O:8])(=[O:4])=[O:3].[NH3:17].O>ClCCl>[NH2:17][S:2]([C:5]1[CH:14]=[C:13]([O:15][CH3:16])[CH:12]=[CH:11][C:6]=1[C:7]([O:9][CH3:10])=[O:8])(=[O:4])=[O:3]. Reported procedure: A solution of 554 g of the compound of Example 4 in 5 L of dichloromethane was cooled to -40° C. and 79 g of anhydrous ammonia was added at this temperature. The reaction mixture was allowed to warm to -10° C., stirred 1 hour, then poured into 6 L of water. The organic phase was separated and filtered. The filter cake was washed with dichloromethane and dried giving 356 g of crude product. A 180 g portion was recrystallized from methanol to give 130 g of the title compound, m.p. 139°-142° C. RXN SMILES: N#N.C(OC([NH:10][C@@H:11]([C:17]([NH:19][CH2:20][CH2:21][CH2:22][C:23]1[CH:28]=[CH:27][CH:26]=[CH:25][CH:24]=1)=[O:18])[CH2:12][CH2:13][C:14]([NH2:16])=[O:15])=O)(C)(C)C.O.[ClH:30].O1CCOCC1>>[ClH:30].[C:23]1([CH2:22][CH2:21][CH2:20][NH:19][C:17](=[O:18])[C@@H:11]([CH2:12][CH2:13][C:14]([NH2:16])=[O:15])[NH2:10])[CH:24]=[CH:25][CH:26]=[CH:27][CH:28]=1 |f:0.1,3.4,5.6|. Product: Cl.C1(=CC=CC=C1)CCCNC([C@H](N)CCC(=O)N)=O (N1 -(3-phenylpropyl)-D-glutamamide hydrochloride). Procedure details: A solution of N2 -(tert-butyloxycarbonyl)-N1 -(3-phenylpropyl)-D-glutamamide (1.5 g.) in hydrogen chloride-dioxane (4.5 N, 10 ml.) was stirred at room temperature for 15 minutes. Water (50 ml.) was added and the mixture was concentrated to about 5 ml. Ethanol (50 ml.) was added and the mixture was concentrated to less than 5 ml. Dimethylformamide (20 ml.) was added and the mixture was stripped of the remaining ethanol, affording N1 -(3-phenylpropyl)-D-glutamamide hydrochloride as a solution in t... The reactants are N#N.C(C)(C)(C)OC(=O)N[C@H](CCC(=O)N)C(=O)NCCCC1=CC=CC=C1 (N2 (tert-butyloxycarbonyl)-N1 -(3-phenylpropyl)-D-glutamamide), Cl.O1CCOCC1 (hydrogen chloride dioxane), O (Water).